From a dataset of the Open Reaction Database (ORD), a public repository of structured organic reaction records. describe an organic reaction: reactants, conditions, products, and yield Reactants: FC1=CC=C(C=N1)O (6-fluoropyridin-3-ol), CN(C)C=O (DMF), C([O-])([O-])=O.[K+].[K+] (potassium carbonate), IC (iodomethane). Solvent: hexanes, C(C)OCC (diethyl ether), CCOCC (ether), O (water), CCOCC (ether), C(Cl)Cl (DCM). The product is FC1=NC=C(C=C1)OC (2-fluoro-5-methoxypyridine). Reaction SMILES: [F:1][C:2]1[N:7]=[CH:6][C:5]([OH:8])=[CH:4][CH:3]=1.[CH3:9]N(C=O)C.C(=O)([O-])[O-].[K+].[K+].IC>O.C(Cl)Cl.CCOCC>[F:1][C:2]1[CH:3]=[CH:4][C:5]([O:8][CH3:9])=[CH:6][N:7]=1 |f:2.3.4|. Reaction conditions: temperature 100 celsius. Reported procedure: To a solution of 6-fluoropyridin-3-ol (75 g, 663 mmol) in DMF (265 mL, 663 mmol) were added potassium carbonate (59.7 g, 995 mmol) and iodomethane (108 g, 763 mmol). The resulting slurry was heated at 100° C. for 3 hours. The reaction was diluted with water (1000 mL) and poured into a separatory funnel containing diethyl ether (1000 mL). The layers were separated and the aqueous layer was extracted with diethyl ether (4×500 mL). The combined organic layers were washed with water and then brine, ... Conditions: time 3 hour. Reagents/catalysts: [Br-].C(CCC)[P+](C1=CC=CC=C1)(C1=CC=CC=C1)C1=CC=CC=C1 (butyltriphenylphosphonium bromide). Reported procedure: 22.0 g (54.5 mmol) of butyltriphenylphosphonium bromide are initially introduced together with 17.3 g (48.4 mmol) of 5-(4′-ethyl-3-fluorobiphenyl-4-yl)selenophene-2-carbaldehyde in 700 ml of THF, and a solution of 6.0 g (53.5 mmol) of potassium tert-butoxide in 100 ml of THF is added with ice-cooling. The mixture is stirred at RT for 3 h. Water and 2 N hydrochloric acid are added, and the batch is extracted with MTBE. The organic phase is washed with sat. sodium chloride soln. and dried using so... Reactants: CC(C)([O-])C.[K+] (potassium tert-butoxide), C1CCOC1 (THF), O (Water), Cl (hydrochloric acid), C(C)C1=CC=C(C=C1)C1=CC(=C(C=C1)C1=CC=C([Se]1)C=O)F (5-(4′-ethyl-3-fluorobiphenyl-4-yl)selenophene-2-carbaldehyde), C1CCOC1 (THF). As a reaction SMILES: [CH2:1]([C:3]1[CH:8]=[CH:7][C:6]([C:9]2[CH:14]=[CH:13][C:12]([C:15]3[Se:19][C:18]([CH:20]=O)=[CH:17][CH:16]=3)=[C:11]([F:22])[CH:10]=2)=[CH:5][CH:4]=1)[CH3:2].CC(C)([O-])C.[K+].O.Cl.[CH2:31]1[CH2:35]O[CH2:33][CH2:32]1>[Br-].C([P+](C1C=CC=CC=1)(C1C=CC=CC=1)C1C=CC=CC=1)CCC>[CH2:1]([C:3]1[CH:8]=[CH:7][C:6]([C:9]2[CH:14]=[CH:13][C:12]([C:15]3[Se:19][C:18]([CH:20]=[CH:35][CH2:31][CH2:32][CH3:33])=[CH:17][CH:16]=3)=[C:11]([F:22])[CH:10]=2)=[CH:5][CH:4]=1)[CH3:2] |f:1.2,6.7|. The product is C(C)C1=CC=C(C=C1)C1=CC(=C(C=C1)C=1[Se]C(=CC1)C=CCCC)F (2-(4′-Ethyl-3-fluorobiphenyl-4-yl)-5-(pent-1-enyl)selenophene). Starting materials: FC=1C=C2C(=NC1)NC=C2 (5-fluoro-1H-pyrrolo[2,3-b]pyridine), CC1=CC=C(C=C1)S(=O)(=O)Cl (4-methylbenzenesulfonyl chloride), [OH-].[Na+] (sodium hydroxide). Reagents/catalysts: S(=O)(=O)(O)[O-].C(CCC)[N+](CCCC)(CCCC)CCCC (tetrabutylammonium hydrogen sulfate). Solvent: C1(=CC=CC=C1)C (toluene), O (water), C(C)(=O)OCC (ethyl acetate). Product: FC=1C=C2C(=NC1)N(C=C2)S(=O)(=O)C2=CC=C(C=C2)C (5-fluoro-1-(toluene-4-sulfonyl)-1H-pyrrolo[2,3-b]pyridine). The yield is 78.5%. As a reaction SMILES: [F:1][C:2]1[CH:3]=[C:4]2[CH:10]=[CH:9][NH:8][C:5]2=[N:6][CH:7]=1.[CH3:11][C:12]1[CH:17]=[CH:16][C:15]([S:18](Cl)(=[O:20])=[O:19])=[CH:14][CH:13]=1.[OH-].[Na+]>O.S([O-])(O)(=O)=O.C([N+](CCCC)(CCCC)CCCC)CCC.C1(C)C=CC=CC=1.C(OCC)(=O)C>[F:1][C:2]1[CH:3]=[C:4]2[CH:10]=[CH:9][N:8]([S:18]([C:15]3[CH:16]=[CH:17][C:12]([CH3:11])=[CH:13][CH:14]=3)(=[O:20])=[O:19])[C:5]2=[N:6][CH:7]=1 |f:2.3,5.6|. Procedure details: A mixture of 2.3 g of 5-fluoro-1H-pyrrolo[2,3-b]pyridine, 3.54 g of 4-methylbenzenesulfonyl chloride, 7.56 g of sodium hydroxide dissolved in 55 ml of water, and 0.115 g of tetrabutylammonium hydrogen sulfate in 125 ml of toluene is agitated at around 20° C. for approximately 24 hours. The mixture is diluted with 500 ml of ethyl acetate; the organic phase is washed with three times 200 ml of water, dried over magnesium sulfate, filtered, and concentrated to dryness under reduced pressure (13 kPa... Yields the product CC1COC(c2ccc(-c3cc(Oc4ccc(S(C)(=O)=O)nc4)cc(OC(C)CO)c3)[nH]2)=N1. Starting materials: BrB(Br)Br, ClCCl, COCC(C)Oc1cc(Oc2ccc(S(C)(=O)=O)nc2)cc(-c2ccc(C3=NC(C)CO3)[nH]2)c1, [Na+], O=C([O-])O. Reaction SMILES: [B:35]([Br:36])([Br:37])[Br:38].[CH2:44]([Cl:45])[Cl:46].[CH3:1][O:2][CH2:3][CH:4]([O:5][c:6]1[cH:7][c:8]([O:9][c:10]2[cH:11][cH:12][c:13]([S:16](=[O:17])(=[O:18])[CH3:19])[n:14][cH:15]2)[cH:20][c:21](-[c:23]2[nH:24][c:25]([C:28]3=[N:32][CH:31]([CH3:33])[CH2:30][O:29]3)[cH:26][cH:27]2)[cH:22]1)[CH3:34].[Na+:39].[OH:40][C:41](=[O:42])[O-:43]>>[OH:2][CH2:3][CH:4]([O:5][c:6]1[cH:7][c:8]([O:9][c:10]2[cH:11][cH:12][c:13]([S:16](=[O:17])(=[O:18])[CH3:19])[n:14][cH:15]2)[cH:20][c:21](-[c:23]2[nH:24][c:25]([C:28]3=[N:32][CH:31]([CH3:33])[CH2:30][O:29]3)[cH:26][cH:27]2)[cH:22]1)[CH3:34]. Reactants: C(C1=CC=CC=C1)(C1=CC=CC=C1)(C1=CC=CC=C1)ONC([C@@H](CCCN1C(C2=CC=CC=C2C1=O)=O)NS(=O)(=O)C1=CC=C(C=C1)C1=CC=C(C=C1)Cl)=O ((2R)-(4′-chlorobiphenyl-4-sulfonylamino)-5-(1,3-dioxo-1,3-dihydroisoindol-2-yl)pentanoic acid O-tritylhydroxyamide), C(C)[SiH](CC)CC (triethylsilane), FC(C(=O)O)(F)F (trifluoroacetic acid). Run in ClCCl (dichloromethane). Conditions: time 10 minute. Product: ONC([C@@H](CCCN1C(C2=CC=CC=C2C1=O)=O)NS(=O)(=O)C1=CC=C(C=C1)C1=CC=C(C=C1)Cl)=O ((2R)-(4′-chlorobiphenyl-4-sulfonylamino)-5-(1,3-dioxo-1,3-dihydroisoindol-2-yl)pentanoic acid hydroxyamide). Isolated yield 82.2%. As a reaction SMILES: C([O:20][NH:21][C:22](=[O:55])[C@H:23]([NH:38][S:39]([C:42]1[CH:47]=[CH:46][C:45]([C:48]2[CH:53]=[CH:52][C:51]([Cl:54])=[CH:50][CH:49]=2)=[CH:44][CH:43]=1)(=[O:41])=[O:40])[CH2:24][CH2:25][CH2:26][N:27]1[C:35](=[O:36])[C:34]2[C:29](=[CH:30][CH:31]=[CH:32][CH:33]=2)[C:28]1=[O:37])(C1C=CC=CC=1)(C1C=CC=CC=1)C1C=CC=CC=1.C([SiH](CC)CC)C.FC(F)(F)C(O)=O>ClCCl>[OH:20][NH:21][C:22](=[O:55])[C@H:23]([NH:38][S:39]([C:42]1[CH:47]=[CH:46][C:45]([C:48]2[CH:49]=[CH:50][C:51]([Cl:54])=[CH:52][CH:53]=2)=[CH:44][CH:43]=1)(=[O:40])=[O:41])[CH2:24][CH2:25][CH2:26][N:27]1[C:35](=[O:36])[C:34]2[C:29](=[CH:30][CH:31]=[CH:32][CH:33]=2)[C:28]1=[O:37]. Procedure: A solution of the title A compound, (2R)-(4′-chlorobiphenyl-4-sulfonylamino)-5-(1,3-dioxo-1,3-dihydroisoindol-2-yl)pentanoic acid O-tritylhydroxyamide (288 mg, 0.374 mmol) in 3 mL of dichloromethane is treated sequentially with triethylsilane (0.119 mL, 0.745 mmol) and trifluoroacetic acid (0.225 mL, 2.92 mmol) at 0° C. After 10 min, the solution is concentrated at 0° C. in a stream of nitrogen, and the residue is triturated from 5 mL of diethyl ether. The product is collected by vacuum filtrati... Starting materials: O1CCC2=C1C(=CC=C2)C=2NC(C1=C(N2)C(=NN1C)CCC)=O (5-(2,3-dihydro-7-benzofuryl)-1-methyl-3-propyl-6,7-dihydro-1H-pyrazolo[4,3-d]pyrimidine-7-one), ClS(=O)(=O)O (chlorosulfonic acid), ice. Conditions: temperature 0 celsius. Product: ClS(=O)(=O)C=1C=C(C2=C(CCO2)C1)C=1NC(C2=C(N1)C(=NN2C)CCC)=O (5-(2,3-dihydro-5-chlorosulfonyl-7-benzofuryl)-1-methyl-3-propyl-6,7-dihydro-1H-pyrazolo[4,3-d]pyrimidin-7-one). Reaction SMILES: [O:1]1[C:5]2[C:6]([C:10]3[NH:11][C:12](=[O:23])[C:13]4[N:18]([CH3:19])[N:17]=[C:16]([CH2:20][CH2:21][CH3:22])[C:14]=4[N:15]=3)=[CH:7][CH:8]=[CH:9][C:4]=2[CH2:3][CH2:2]1.[Cl:24][S:25](O)(=[O:27])=[O:26]>>[Cl:24][S:25]([C:8]1[CH:7]=[C:6]([C:10]2[NH:11][C:12](=[O:23])[C:13]3[N:18]([CH3:19])[N:17]=[C:16]([CH2:20][CH2:21][CH3:22])[C:14]=3[N:15]=2)[C:5]2[O:1][CH2:2][CH2:3][C:4]=2[CH:9]=1)(=[O:27])=[O:26]. Reported procedure: Compound 5a (0.95 g, 0.003 mole) was added in portions to chlorosulfonic acid (2 ml) cooled to 0° C. (ice-bath) under stirring. The resulting yellow solution was then allowed to attain room temperature and was subsequently slowly heated to 65-70° C. (oil bath) for 1 h. The reaction mixture was then slowly poured onto crushed ice (25 g), whereby a white solid precipitated immediately. The white solid was filtered, dried and recrystallized from THF/petroleum ether (b.p. 40-60° C.), thereby yieldin...